From a dataset of the Open Reaction Database (ORD), a public repository of structured organic reaction records. describe an organic reaction: reactants, conditions, products, and yield Starting materials: Cc1ccc2c(c1)C(=O)c1ccc(C(=O)O)cc1S2(=O)=O, CN(C)C=O, O=S(Cl)Cl. Product: Cc1ccc2c(c1)C(=O)c1ccc(C(N)=O)cc1S2(=O)=O. Reaction SMILES: [C:1](=[O:2])([OH:3])[c:4]1[cH:5][cH:6][c:7]2[c:16]([cH:17]1)[S:15](=[O:18])(=[O:19])[c:14]1[c:9]([cH:10][c:11]([CH3:20])[cH:12][cH:13]1)[C:8]2=[O:21].[O:26]=[CH:27][N:28]([CH3:29])[CH3:30].[S:22]([Cl:23])([Cl:24])=[O:25]>>[C:1](=[O:2])([c:4]1[cH:5][cH:6][c:7]2[c:16]([cH:17]1)[S:15](=[O:18])(=[O:19])[c:14]1[c:9]([cH:10][c:11]([CH3:20])[cH:12][cH:13]1)[C:8]2=[O:21])[NH2:28]. The reactants are Clc1cc(-c2ccccc2)c2ccccc2n1, COC(=O)C(C)(C)CCCCN. Product: COC(=O)C(C)(C)CCCCNc1cc(-c2ccccc2)c2ccccc2n1. Reaction SMILES: [Cl:1][c:2]1[n:3][c:4]2[cH:5][cH:6][cH:7][cH:8][c:9]2[c:10](-[c:12]2[cH:13][cH:14][cH:15][cH:16][cH:17]2)[cH:11]1.[NH2:18][CH2:19][CH2:20][CH2:21][CH2:22][C:23]([C:24](=[O:25])[O:26][CH3:27])([CH3:28])[CH3:29]>>[c:2]1([NH:18][CH2:19][CH2:20][CH2:21][CH2:22][C:23]([C:24](=[O:25])[O:26][CH3:27])([CH3:28])[CH3:29])[n:3][c:4]2[cH:5][cH:6][cH:7][cH:8][c:9]2[c:10](-[c:12]2[cH:13][cH:14][cH:15][cH:16][cH:17]2)[cH:11]1. Solvent: S(O)(O)(=O)=O (sulfuric acid). Starting materials: [N+](=O)(O)[O-] (nitric acid), C1=CC=C2C(=C1)C3=CC=CC=C3S2(=O)=O (dibenzothiophene sulfone), ice. Procedure details: To a solution of 43.25 g of dibenzothiophene sulfone in 400 ml of concentrated sulfuric acid, cooled in an ice/salt bath, was added dropwise at 0° to 2° C., 17.0 g of 71% nitric acid over 16 minutes. This mixture was stirred at 0° to -10° C. for 30 minutes and then poured over 2 liters of crushed ice. The solid was collected, washed with water until neutral and dried. This solid was dissolved in 750 ml giving three successive crops of precipitate. These crops were combined, giving 44.14 g of the... Isolated yield 84.5%. RXN SMILES: [CH:1]1[CH:6]=[C:5]2[C:7]3[C:12]([S:13](=[O:15])(=[O:14])[C:4]2=[CH:3][CH:2]=1)=[CH:11][CH:10]=[CH:9][CH:8]=3.[N+:16]([O-])([OH:18])=[O:17]>S(=O)(=O)(O)O>[N+:16]([C:2]1[CH:1]=[CH:6][C:5]2[C:7]3[CH:8]=[CH:9][CH:10]=[CH:11][C:12]=3[S:13](=[O:15])(=[O:14])[C:4]=2[CH:3]=1)([O-:18])=[O:17]. Product: [N+](=O)([O-])C=1C=CC2=C(S(C3=C2C=CC=C3)(=O)=O)C1 (3-Nitrodibenzothiophene S,S-dioxide). Run at time 30 minute. The reactants are CCc1ccc([N+](=O)[O-])cc1N, CS(=O)(=O)Cl, ClCCl, c1ccncc1. The product is CCc1ccc([N+](=O)[O-])cc1NS(C)(=O)=O. RXN SMILES: [CH2:1]([CH3:2])[c:3]1[c:4]([NH2:5])[cH:6][c:7]([N+:10](=[O:11])[O-:12])[cH:8][cH:9]1.[CH3:19][S:20]([Cl:21])(=[O:22])=[O:23].[Cl:24][CH2:25][Cl:26].[cH:13]1[cH:14][cH:15][n:16][cH:17][cH:18]1>>[CH2:1]([CH3:2])[c:3]1[c:4]([NH:5][S:20]([CH3:19])(=[O:22])=[O:23])[cH:6][c:7]([N+:10](=[O:11])[O-:12])[cH:8][cH:9]1. Reactants: [Cl-].[NH4+] (ammonium chloride), CC1=NC=CC(=C1OC)Cl (2-methyl-3-methoxy-4-chloropyridine), C(C)(C)(C)C1=CC=C(OCCO)C=C1 (2-(4-tert-butylphenoxy)ethanol), [H-].[Na+] (NaH). Solvent: CS(=O)C (DMSO), CS(=O)C (DMSO). Run at temperature 60 celsius, time 5 hour. Yields the product CC1=NC=CC(=C1OC)OCCOC1=CC=C(C=C1)C(C)(C)C (2-Methyl-3-methoxy-4-[2-(4-tert-butylphenoxy)ethoxy]pyridine). RXN SMILES: [CH3:1][C:2]1[C:7]([O:8][CH3:9])=[C:6](Cl)[CH:5]=[CH:4][N:3]=1.[C:11]([C:15]1[CH:24]=[CH:23][C:18]([O:19][CH2:20][CH2:21][OH:22])=[CH:17][CH:16]=1)([CH3:14])([CH3:13])[CH3:12].[H-].[Na+].[Cl-].[NH4+]>CS(C)=O>[CH3:1][C:2]1[C:7]([O:8][CH3:9])=[C:6]([O:22][CH2:21][CH2:20][O:19][C:18]2[CH:23]=[CH:24][C:15]([C:11]([CH3:14])([CH3:13])[CH3:12])=[CH:16][CH:17]=2)[CH:5]=[CH:4][N:3]=1 |f:2.3,4.5|. Reported procedure: A mixture of 1.57 g (10 mmol) of 2-methyl-3-methoxy-4-chloropyridine, 2.52 g (13 mmol) of 2-(4-tert-butylphenoxy)ethanol and 15 ml of DMSO is added dropwise at 25° C. to 0.36 g (12 mmol) of NaH (80% strength) in 25 ml of DMSO. The mixture is then stirred at 60° C. for 5 hours. For working up, saturated ammonium chloride solution is added at 20° to 25° C. and the mixture is extracted with ethyl acetate. The reaction product is purified by chromatography (SiO2 ; EtOAc). Yield: 2.63 g (74.9%); m.p.... Starting materials: CCOC(Cn1c(Cc2ccccc2)n[nH]c1=S)OCC, CI, CO, [Na]. Product: CCOC(Cn1c(Cc2ccccc2)nnc1SC)OCC. As a reaction SMILES: [CH2:2]([c:3]1[cH:4][cH:5][cH:6][cH:7][cH:8]1)[c:9]1[n:10][nH:11][c:12](=[S:22])[n:13]1[CH2:14][CH:15]([O:16][CH2:17][CH3:18])[O:19][CH2:20][CH3:21].[CH3:23][I:24].[CH3:25][OH:26].[Na:1]>>[CH2:2]([c:3]1[cH:4][cH:5][cH:6][cH:7][cH:8]1)[c:9]1[n:10][n:11][c:12]([S:22][CH3:23])[n:13]1[CH2:14][CH:15]([O:16][CH2:17][CH3:18])[O:19][CH2:20][CH3:21]. The reactants are [BH4-].[Na+] (Sodium borohydride), C(C)(=O)C1=CC(=C(NS(=O)(=O)C)C=C1)NC1=C(C=C(C=C1)F)F (4'-acetyl-2'-(2,4-difluorophenylamino)methanesulfonanilide), C(C)(=O)O (acetic acid). Run in CO (methanol). Run at time 10 hour. The product is FC1=C(C=CC(=C1)F)NC1=C(NS(=O)(=O)C)C=CC(=C1)C(C)O (2'-(2,4-difluorophenylamino)-4'-(1-hydroxyethyl)methanesulfonanilide). Isolated yield 59.0%. RXN SMILES: [BH4-].[Na+].[C:3]([C:6]1[CH:16]=[CH:15][C:9]([NH:10][S:11]([CH3:14])(=[O:13])=[O:12])=[C:8]([NH:17][C:18]2[CH:23]=[CH:22][C:21]([F:24])=[CH:20][C:19]=2[F:25])[CH:7]=1)(=[O:5])[CH3:4].C(O)(=O)C>CO>[F:25][C:19]1[CH:20]=[C:21]([F:24])[CH:22]=[CH:23][C:18]=1[NH:17][C:8]1[CH:7]=[C:6]([CH:3]([OH:5])[CH3:4])[CH:16]=[CH:15][C:9]=1[NH:10][S:11]([CH3:14])(=[O:13])=[O:12] |f:0.1|. Procedure details: Sodium borohydride (0.2 g) was added portionwise to a solution of 4'-acetyl-2'-(2,4-difluorophenylamino)methanesulfonanilide (1.5 g) in methanol (15 ml) at 5° to 10° C. The mixture was stirred for 10 hours at room temperature, treated with acetic acid, and concentrated. The residue was triturated with water and filtered. The solid (1.6 g) was recrystallized from a mixture of ethanol and ethyl acetate to give colorless needles of 2'-(2,4-difluorophenylamino)-4'-(1-hydroxyethyl)methanesulfonanilid... Reactants: CO, [N-]=[N+]=NC(c1cccc(OC(F)(F)F)c1)(c1cccc(OC(F)(F)F)c1)C(O)c1ccccc1. The product is NC(c1cccc(OC(F)(F)F)c1)(c1cccc(OC(F)(F)F)c1)C(O)c1ccccc1. Reaction SMILES: [CH3:35][OH:36].[N:1](=[N+:2]=[N-:3])[C:4]([CH:5]([OH:6])[c:7]1[cH:8][cH:9][cH:10][cH:11][cH:12]1)([c:13]1[cH:14][c:15]([O:19][C:20]([F:21])([F:22])[F:23])[cH:16][cH:17][cH:18]1)[c:24]1[cH:25][c:26]([O:30][C:31]([F:32])([F:33])[F:34])[cH:27][cH:28][cH:29]1>>[NH2:1][C:4]([CH:5]([OH:6])[c:7]1[cH:8][cH:9][cH:10][cH:11][cH:12]1)([c:13]1[cH:14][c:15]([O:19][C:20]([F:21])([F:22])[F:23])[cH:16][cH:17][cH:18]1)[c:24]1[cH:25][c:26]([O:30][C:31]([F:32])([F:33])[F:34])[cH:27][cH:28][cH:29]1. The reactants are CC(C)([O-])C.[Na+] (Sodium tert-butoxide), C1(CCCCC1)P(C1=C(C=CC=C1)C1=C(C=CC=C1)C)C1CCCCC1 (2-(Dicyclohexylphosphino)-2′-methylbiphenyl), C(C)(C)[Si](O[C@@H]1CCCC(C=2C1=NC=CC2)=O)(C(C)C)C(C)C ((R)-9-(triisopropylsilyloxy)-6,7,8,9-tetrahydro-5H-cyclohepta[b]pyridin-5-one), BrC1=C(C(=CC=C1)F)F (1-bromo-2,3-difluorobenzene). Reagents/catalysts: C(C)(=O)[O-].[Pd+2].C(C)(=O)[O-] (PALLADIUM(II) ACETATE). Run in C1(=CC=CC=C1)C (Toluene). Conditions: temperature 80 celsius, time 20 hour. The product is FC1=C(C=CC=C1F)[C@H]1C(C=2C(=NC=CC2)[C@@H](CC1)O[Si](C(C)C)(C(C)C)C(C)C)=O ((6S,9R)-6-(2,3-Difluorophenyl)-9-(triisopropylsilyloxy)-6,7,8,9-tetrahydro-5H-cyclohepta[b]pyridin-5-one). RXN SMILES: CC(C)([O-])C.[Na+].C1(P(C2CCCCC2)C2C=CC=CC=2C2C=CC=CC=2C)CCCCC1.[CH:33]([Si:36]([CH:53]([CH3:55])[CH3:54])([CH:50]([CH3:52])[CH3:51])[O:37][C@H:38]1[C:44]2=[N:45][CH:46]=[CH:47][CH:48]=[C:43]2[C:42](=[O:49])[CH2:41][CH2:40][CH2:39]1)([CH3:35])[CH3:34].Br[C:57]1[CH:62]=[CH:61][CH:60]=[C:59]([F:63])[C:58]=1[F:64]>C([O-])(=O)C.[Pd+2].C([O-])(=O)C.C1(C)C=CC=CC=1>[F:63][C:59]1[C:58]([F:64])=[CH:57][CH:62]=[CH:61][C:60]=1[C@@H:41]1[CH2:40][CH2:39][C@@H:38]([O:37][Si:36]([CH:33]([CH3:35])[CH3:34])([CH:50]([CH3:52])[CH3:51])[CH:53]([CH3:55])[CH3:54])[C:44]2=[N:45][CH:46]=[CH:47][CH:48]=[C:43]2[C:42]1=[O:49] |f:0.1,5.6.7|. Procedure details: See Fox, J. M.; Huang, X.; Chieffi, A.; Buchwald, S. L. J. Am. Chem. Soc. 2000, 122, 1360-1370. In an oven-dried 1 L flask was Sodium tert-butoxide (13.19 g, 137 mmol), PALLADIUM(II) ACETATE (0.948 g, 4.22 mmol), and 2-(Dicyclohexylphosphino)-2′-methylbiphenyl (1.539 g, 4.22 mmol) weighed in a nitrogen bag. (R)-9-(triisopropylsilyloxy)-6,7,8,9-tetrahydro-5H-cyclohepta[b]pyridin-5-one (35.21 g, 106 mmol), Toluene (106 mL) (degassed in the original bottle by nitrogen gas), and 1-bromo-2,3-difluoro...